Task: describe an organic reaction: reactants, conditions, products, and yield. Dataset: the Open Reaction Database (ORD), a public repository of structured organic reaction records Starting materials: N#CCC(=O)O, CC(C)=O, Cn1c(N)c(N)c(=O)n(C)c1=O, O. Yields the product Cn1c(N)c(NC(=O)CC#N)c(=O)n(C)c1=O. RXN SMILES: [C:14](#[N:15])[CH2:16][C:17](=[O:18])[OH:19].[CH3:20][C:21](=[O:22])[CH3:23].[NH2:2][c:3]1[c:4](=[O:13])[n:5]([CH3:12])[c:6](=[O:11])[n:7]([CH3:10])[c:8]1[NH2:9].[OH2:1]>>[NH:2]([c:3]1[c:4](=[O:13])[n:5]([CH3:12])[c:6](=[O:11])[n:7]([CH3:10])[c:8]1[NH2:9])[C:17]([CH2:16][C:14]#[N:15])=[O:18].